Dataset: the Open Reaction Database (ORD), a public repository of structured organic reaction records. Task: describe an organic reaction: reactants, conditions, products, and yield The reactants are C1(=CC=CC=C1)C1(CC\C=C/CC1)C=O ((Z)-1-phenylcyclohept-4-enecarbaldehyde), [BH4-].[Na+] (sodium borohydride). The solvent is CO (methanol). Reaction conditions: time 1 hour. The product is C1(=CC=CC=C1)C1(CC\C=C/CC1)CO ((Z)-(1-phenylcyclohept-4-enyl)methanol). As a reaction SMILES: [C:1]1([C:7]2([CH:14]=[O:15])[CH2:13][CH2:12][CH:11]=[CH:10][CH2:9][CH2:8]2)[CH:6]=[CH:5][CH:4]=[CH:3][CH:2]=1.[BH4-].[Na+]>CO>[C:1]1([C:7]2([CH2:14][OH:15])[CH2:13][CH2:12][CH:11]=[CH:10][CH2:9][CH2:8]2)[CH:6]=[CH:5][CH:4]=[CH:3][CH:2]=1 |f:1.2|. Reported procedure: To a solution of (Z)-1-phenylcyclohept-4-enecarbaldehyde (22 mg, step C) in methanol (1 mL) was added sodium borohydride (8 mg), and the resulting mixture was stirred at room temperature for 1 h. Methanol was removed in vacuo, water and ethyl acetate were added. The aqueous layer was extracted with ethyl acetate, and the combined organic layers were washed with brine, dried over anhydrous sodium sulfate and filtered. The filtrate was evaporated in vacuo to give the title compound as an oil. 1H N... Reactants: CCCc1c(COc2ccc(C=O)cc2)ccc(C(C)=O)c1O, CC(=O)[O-], CN1C(=O)CSC1=S, CC(=O)O, [Na+]. The product is CCCc1c(COc2ccc(C=C3SC(=S)N(C)C3=O)cc2)ccc(C(C)=O)c1O. Reaction SMILES: [C:1]([CH3:2])(=[O:3])[c:4]1[c:5]([OH:23])[c:6]([CH2:20][CH2:21][CH3:22])[c:7]([CH2:10][O:11][c:12]2[cH:13][cH:14][c:15]([CH:16]=[O:17])[cH:18][cH:19]2)[cH:8][cH:9]1.[CH3:25][C:26](=[O:27])[O-:28].[CH3:29][N:30]1[C:31](=[S:36])[S:32][CH2:33][C:34]1=[O:35].[CH3:37][C:38](=[O:39])[OH:40].[Na+:24]>>[C:1]([CH3:2])(=[O:3])[c:4]1[c:5]([OH:23])[c:6]([CH2:20][CH2:21][CH3:22])[c:7]([CH2:10][O:11][c:12]2[cH:13][cH:14][c:15]([CH:16]=[C:33]3[S:32][C:31](=[S:36])[N:30]([CH3:29])[C:34]3=[O:35])[cH:18][cH:19]2)[cH:8][cH:9]1. The reactants are C1(=CC=CC=C1)OP(OC1=CC=CC=C1)O (phosphorous diphenyl ester), N(CC(=O)O)C(=O)OCC1=CC=CC=C1 (Z-Gly), mercuric chloride, C1=CC(=CC=C1[N+](=O)[O-])O (p-nitrophenol). Run in N1=CC=CC=C1 (pyridine), N1=CC=CC=C1 (pyridine), N1=CC=CC=C1 (pyridine), N1=CC=CC=C1 (pyridine). Product: [N+](=O)([O-])C1=CC=C(C=C1)OC(CNC(=O)OCC1=CC=CC=C1)=O (N-benzyloxycarbonyl glycine p-nitrophenyl ester). The yield is 75.0%. Reaction SMILES: C1(OP(O)OC2C=CC=CC=2)C=CC=CC=1.[CH:17]1[C:22]([N+:23]([O-:25])=[O:24])=[CH:21][CH:20]=[C:19]([OH:26])[CH:18]=1.[NH:27]([C:32]([O:34][CH2:35][C:36]1[CH:41]=[CH:40][CH:39]=[CH:38][CH:37]=1)=[O:33])[CH2:28][C:29](O)=[O:30]>N1C=CC=CC=1>[N+:23]([C:22]1[CH:21]=[CH:20][C:19]([O:26][C:29](=[O:30])[CH2:28][NH:27][C:32]([O:34][CH2:35][C:36]2[CH:37]=[CH:38][CH:39]=[CH:40][CH:41]=2)=[O:33])=[CH:18][CH:17]=1)([O-:25])=[O:24]. Reported procedure: A mixture of 2.93 g. (0.0125 mole) of phosphorous diphenyl ester and 3.37 g. (0.0125 mole) of mercuric chloride was refluxed for 1 hour in 20 ml. of pyridine. Thereafter, 1.74 g. (0.0125 mole) of p-nitrophenol and 10 ml. of pyridine were added, and the mixture was further reacted for 1 hour. To the reaction mixture were added 2.61 g. (0.0125 mole) of Z-Gly. OH having an amino group protected with Z and 10 ml. of pyridine, and the mixture was reacted under reflux for 1 hour. After completion of t... The reactants are [Si](C)(C)(C(C)(C)C)O[C@@H](CNCCCC#CC1=CC=C(C=C1)NC(C(F)(F)F)=O)C1=C2C=CC(NC2=C(C=C1)O)=O ((R)—N-(4-(5-((2-((tert-butyldimethylsilyl)oxy)-2-(8-hydroxy-2-oxo-1,2-dihydroquinolin-5-yl)ethyl)amino)pent-1-yn-1-yl)phenyl)-2,2,2-trifluoroacetamide), BrCCCCCCCC(=O)NCC=1C(=C2C(=NC1CC)N(N=C2)CC)NC2CCOCC2 (8-Bromo-N-[[1,6-diethyl-4-[(tetrahydro-2H-pyran-4-yl)amino]-1H-pyrazolo[3,4-b]pyridin-5-yl]methyl]octanamide), C41H64N7O5Si. The product is [Si](C)(C)(C(C)(C)C)O[C@@H](CNCCCCCCCC(=O)NCC=1C(=C2C(=NC1CC)N(N=C2)CC)NC2CCOCC2)C2=C1C=CC(NC1=C(C=C2)O)=O ((R)-8-[[2-[(tert-Butyldimethylsilyl)oxy]-2-(8-hydroxy-2-oxo-1,2-dihydroquinolin-5-yl)ethyl]amino]-N-[[1,6-diethyl-4-[(tetrahydro-2H-pyran-4-yl)amino]-1H-pyrazolo[3,4-b]pyridin-5-yl]methyl]octanamide). As a reaction SMILES: [Si:1]([O:8][C@H:9]([C:30]1[CH:39]=[CH:38][C:37]([OH:40])=[C:36]2[C:31]=1[CH:32]=[CH:33][C:34](=[O:41])[NH:35]2)[CH2:10][NH:11][CH2:12][CH2:13]CC#CC1C=CC(NC(=O)C(F)(F)F)=CC=1)([C:4]([CH3:7])([CH3:6])[CH3:5])([CH3:3])[CH3:2].BrCC[CH2:45][CH2:46][CH2:47][CH2:48][CH2:49][C:50]([NH:52][CH2:53][C:54]1[C:55]([NH:67][CH:68]2[CH2:73][CH2:72][O:71][CH2:70][CH2:69]2)=[C:56]2[CH:64]=[N:63][N:62]([CH2:65][CH3:66])[C:57]2=[N:58][C:59]=1[CH2:60][CH3:61])=[O:51]>>[Si:1]([O:8][C@H:9]([C:30]1[CH:39]=[CH:38][C:37]([OH:40])=[C:36]2[C:31]=1[CH:32]=[CH:33][C:34](=[O:41])[NH:35]2)[CH2:10][NH:11][CH2:12][CH2:13][CH2:45][CH2:46][CH2:47][CH2:48][CH2:49][C:50]([NH:52][CH2:53][C:54]1[C:55]([NH:67][CH:68]2[CH2:69][CH2:70][O:71][CH2:72][CH2:73]2)=[C:56]2[CH:64]=[N:63][N:62]([CH2:65][CH3:66])[C:57]2=[N:58][C:59]=1[CH2:60][CH3:61])=[O:51])([C:4]([CH3:7])([CH3:6])[CH3:5])([CH3:2])[CH3:3]. Procedure details: The title compound was prepared in a manner analogous to that described for Intermediate 37, using Intermediate 33 in place of Intermediate 26. ES/MS calcd. for C41H64N7O5Si 762.5. found m/z=762.5 (M+H)+. The reactants are ClC=1C(=NOC1NS(=O)(=O)C1=C(SC=C1)C(=O)NC1=C(C=C2C(=C1)OCO2)C(C)=O)C (N-(4-chloro-3-methyl-5-isoxazolyl)2-{[2-acetyl-4,5-(methylenedioxy)phenyl]aminocarbonyl}thiophene-3-sulfonamide), NC1=NC=C(C=C1)C (2-amino-5-picoline). The product is ClC=1C(=NOC1NS(=O)(=O)C1=C(SC=C1)C(=O)NC1=CC=C(C=N1)C)C (N-(4-chloro-3-methyl-5-isoxazolyl)-2-[(3-methyl-6pyridyl)aminocarbonyl]thiophene-3-sulfonamide). RXN SMILES: [Cl:1][C:2]1[C:3]([CH3:31])=[N:4][O:5][C:6]=1[NH:7][S:8]([C:11]1[CH:15]=[CH:14][S:13][C:12]=1[C:16]([NH:18][C:19]1C=C2OCOC2=C[C:20]=1[C:28](=O)C)=[O:17])(=[O:10])=[O:9].[NH2:32][C:33]1[CH:38]=[CH:37]C(C)=CN=1>>[Cl:1][C:2]1[C:3]([CH3:31])=[N:4][O:5][C:6]=1[NH:7][S:8]([C:11]1[CH:15]=[CH:14][S:13][C:12]=1[C:16]([NH:18][C:19]1[N:32]=[CH:33][C:38]([CH3:37])=[CH:28][CH:20]=1)=[O:17])(=[O:9])=[O:10]. Procedure details: N-(4-chloro-3-methyl-5-isoxazolyl)-2-[(3-methyl-6-pyridyl)aminocarbonyl]thiophene-3-sulfonamide was prepared by the method set forth for N-(4-chloro-3-methyl-5-isoxazolyl)2-{[2-acetyl-4,5-(methylenedioxy)phenyl]aminocarbonyl}thiophene-3-sulfonamide (EXAMPLE 148), except that 2-amino-5-picoline was used instead of 2'-amino-4',5'-(methylenedioxy)acetophenone, N-(4-chloro-3-methyl-5-isoxazolyl)-2-[(3-methyl-6pyridyl)aminocarbonyl]thiophene-3-sulfonamide was obtained, via HPLC purification of the cr...